From a dataset of the Open Reaction Database (ORD), a public repository of structured organic reaction records. describe an organic reaction: reactants, conditions, products, and yield Starting materials: O[C@@]1([C@]2(C)[C@@H](C=C1)[C@@H]1CCC3=CC(CC[C@]3(C)[C@H]1CC2)=O)C (17β-hydroxy-17α-methylandrosta-4,15-dien-3-one), C1(=CC=CC=C1)S (thiophenol), C=O (formaldehyde), C1(=CC=CC=C1)S (thiophenol), C=O (formaldehyde), ice water. The solvent is N(CCO)(CCO)CCO (triethanolamine). Run at time 5 hour. Product: O[C@@]1([C@]2(C)[C@@H](C=C1)[C@@H]1CCC3=C(C(CC[C@]3(C)[C@H]1CC2)=O)CSC2=CC=CC=C2)C (17β-hydroxy-17α-methyl-4-(phenylthiomethyl)androsta-4,15-dien-3-one). As a reaction SMILES: [OH:1][C@@:2]1([CH3:22])[CH:7]=[CH:6][C@H:5]2[C@H:8]3[C@H:18]([CH2:19][CH2:20][C@:3]12[CH3:4])[C@:16]1([CH3:17])[C:11](=[CH:12][C:13](=[O:21])[CH2:14][CH2:15]1)[CH2:10][CH2:9]3.[C:23]1([SH:29])[CH:28]=[CH:27][CH:26]=[CH:25][CH:24]=1.[CH2:30]=O>N(CCO)(CCO)CCO>[OH:1][C@@:2]1([CH3:22])[CH:7]=[CH:6][C@H:5]2[C@H:8]3[C@H:18]([CH2:19][CH2:20][C@:3]12[CH3:4])[C@:16]1([CH3:17])[C:11](=[C:12]([CH2:30][S:29][C:23]2[CH:28]=[CH:27][CH:26]=[CH:25][CH:24]=2)[C:13](=[O:21])[CH2:14][CH2:15]1)[CH2:10][CH2:9]3. Reported procedure: Under argon, 9.2 g of 17β-hydroxy-17α-methylandrosta-4,15-dien-3-one in 80 ml of triethanolamine is allowed to react at 110° C. with 2.1 ml of thiophenol and 2.1 ml of aqueous formaldehyde solution (37%). After 5 hours and another 18 hours, respectively 2.1 ml of thiophenol and 2.1 ml of formaldehyde solution are added. In total, the reaction mixture is stirred for 32 hours and subsequently introduced into ice/water. The precipitated product is suctioned off, washed with water, taken up in methy... Starting materials: FC1=CC=CC=2C3=C(N(C12)C)CCN(C3=O)CC=3N=CN(C3C)S(=O)(=O)N(C)C (4-[(6-fluoro-2,3,4,5-tetrahydro-5-methyl-1-oxo-1H-pyrido [4,3-b]indol-2-yl)methyl]-N,N,5-trimethyl-1H-imidazole-1-sulphonamide), Cl (hydrochloric acid), [OH-].[Na+] (Sodium hydroxide). The solvent is C(C)O (ethanol). Run at time 6 hour. Yields the product FC1=CC=CC=2C3=C(N(C12)C)CCN(C3=O)CC=3N=CNC3C (6-Fluoro-2,3,4,5-tetrahydro-5-methyl-2-[(5-methyl-1H-imidazol-4-yl)methyl]-1H-pyrido[4,3-b]indol-1-one). The yield is 103.6%. Reaction SMILES: [F:1][C:2]1[C:10]2[N:9]([CH3:11])[C:8]3[CH2:12][CH2:13][N:14]([CH2:17][C:18]4[N:19]=[CH:20][N:21](S(N(C)C)(=O)=O)[C:22]=4[CH3:23])[C:15](=[O:16])[C:7]=3[C:6]=2[CH:5]=[CH:4][CH:3]=1.Cl.[OH-].[Na+]>C(O)C>[F:1][C:2]1[C:10]2[N:9]([CH3:11])[C:8]3[CH2:12][CH2:13][N:14]([CH2:17][C:18]4[N:19]=[CH:20][NH:21][C:22]=4[CH3:23])[C:15](=[O:16])[C:7]=3[C:6]=2[CH:5]=[CH:4][CH:3]=1 |f:2.3|. Procedure details: A stirred solution of 4-[(6-fluoro-2,3,4,5-tetrahydro-5-methyl-1-oxo-1H-pyrido [4,3-b]indol-2-yl)methyl]-N,N,5-trimethyl-1H-imidazole-1-sulphonamide (92 mg) in absolute ethanol (5 ml) was treated with 2N hydrochloric acid (20 ml) and stirred under nitrogen at 100°-110° for 6 h, and then cooled. 2N Sodium hydroxide (60 ml) was added, and the mixture was extracted with ethyl acetate (2×75 ml). The combined, dried organic extracts were concentrated in vacuo to give a solid (71 mg) which was purifie...